Dataset: the Open Reaction Database (ORD), a public repository of structured organic reaction records. Task: describe an organic reaction: reactants, conditions, products, and yield Starting materials: CO, CCOC(=O)Cn1nc(-c2ccc(Cl)s2)n(CCOC)c1=O, [K+], [OH-]. Product: COCCn1c(-c2ccc(Cl)s2)nn(CC(=O)O)c1=O. As a reaction SMILES: [CH3:25][OH:26].[Cl:1][c:2]1[cH:3][cH:4][c:5](-[c:7]2[n:8][n:9]([CH2:17][C:18](=[O:19])[O:20][CH2:21][CH3:22])[c:10](=[O:16])[n:11]2[CH2:12][CH2:13][O:14][CH3:15])[s:6]1.[K+:24].[OH-:23]>>[Cl:1][c:2]1[cH:3][cH:4][c:5](-[c:7]2[n:8][n:9]([CH2:17][C:18](=[O:19])[OH:20])[c:10](=[O:16])[n:11]2[CH2:12][CH2:13][O:14][CH3:15])[s:6]1. Starting materials: C(C=C)S(=O)C1CC(N1C(C(=O)OCC1=CC=C(C=C1)[N+](=O)[O-])C(=S)OC1=CC=C(C=C1)F)=O (4-nitrobenzyl 2-(4-allylsulphinylazetidin-2-on-1-yl)-3-(4-fluorophenoxy)-3-thioxo-propanate), C1(=CC=CC=C1)P(C1=CC=CC=C1)C1=CC=CC=C1 (triphenylphosphine). Run in O1CCOCC1 (dioxan). Yields the product FC1=CC=C(OC2=C(N3C(CC3S2)=O)C(=O)OCC2=CC=C(C=C2)[N+](=O)[O-])C=C1 (4-Nitrobenzyl 3-(4-fluorophenoxy)-7-oxo-4-thia-1-azabicyclo[3,2,0]hept-2-ene-2-carboxylate). The yield is 12.3%. Reaction SMILES: C([S:4]([CH:6]1[N:9]([CH:10]([C:24]([O:26][C:27]2[CH:32]=[CH:31][C:30]([F:33])=[CH:29][CH:28]=2)=S)[C:11]([O:13][CH2:14][C:15]2[CH:20]=[CH:19][C:18]([N+:21]([O-:23])=[O:22])=[CH:17][CH:16]=2)=[O:12])[C:8](=[O:34])[CH2:7]1)=O)C=C.C1(P(C2C=CC=CC=2)C2C=CC=CC=2)C=CC=CC=1>O1CCOCC1>[F:33][C:30]1[CH:31]=[CH:32][C:27]([O:26][C:24]2[S:4][CH:6]3[N:9]([C:8](=[O:34])[CH2:7]3)[C:10]=2[C:11]([O:13][CH2:14][C:15]2[CH:20]=[CH:19][C:18]([N+:21]([O-:23])=[O:22])=[CH:17][CH:16]=2)=[O:12])=[CH:28][CH:29]=1. Procedure: A mixture of 1.15 g of 4-nitrobenzyl 2-(4-allylsulphinylazetidin-2-on-1-yl)-3-(4-fluorophenoxy)-3-thioxo-propanate, 600 mg of triphenylphosphine, and dioxan was heated under an argon atmosphere at 100° for 15 minutes. Then, the mixture was evaporated in vacuo to dryness, and the resulting oil was chromatographed on silica gel. Elution with ethyl acetate-hexane mixtures afforded 116 mg of the title compound (12% of the theoretical yield). Reactants: ClC=1C(=NN(C1C)C1=C(C=C(C(=O)OCC2=CC=CC=C2)C=C1)C(=O)OCC)C(N(CCCC)CCCC)=O (1-benzyl 3-ethyl 4-(4-chloro-3-(dibutylcarbamoyl)-5-methyl-1H-pyrazol-1-yl)isophthalate). Reagents/catalysts: [Pd] (Pd/C). The solvent is CO (MeOH). Conditions: time 1 hour. The product is ClC=1C(=NN(C1C)C1=C(C=C(C(=O)O)C=C1)C(=O)OCC)C(N(CCCC)CCCC)=O (4-(4-Chloro-3-(dibutylcarbamoyl)-5-methyl-1H-pyrazol-1-yl)-3-(ethoxycarbonyl)benzoic acid). Yield: 84.7%. RXN SMILES: [Cl:1][C:2]1[C:3]([C:29](=[O:39])[N:30]([CH2:35][CH2:36][CH2:37][CH3:38])[CH2:31][CH2:32][CH2:33][CH3:34])=[N:4][N:5]([C:8]2[CH:23]=[CH:22][C:11]([C:12]([O:14]CC3C=CC=CC=3)=[O:13])=[CH:10][C:9]=2[C:24]([O:26][CH2:27][CH3:28])=[O:25])[C:6]=1[CH3:7]>CO.[Pd]>[Cl:1][C:2]1[C:3]([C:29](=[O:39])[N:30]([CH2:35][CH2:36][CH2:37][CH3:38])[CH2:31][CH2:32][CH2:33][CH3:34])=[N:4][N:5]([C:8]2[CH:23]=[CH:22][C:11]([C:12]([OH:14])=[O:13])=[CH:10][C:9]=2[C:24]([O:26][CH2:27][CH3:28])=[O:25])[C:6]=1[CH3:7]. Procedure: To a 30 mL pressure flask containing 10% Pd/C (59 mg, 0.055 mmol) was added a solution of 1-benzyl 3-ethyl 4-(4-chloro-3-(dibutylcarbamoyl)-5-methyl-1H-pyrazol-1-yl)isophthalate (153 mg, 0.28 mmol) in MeOH (5.0 mL). The reaction mixture was stirred under H2 at 5 psi for 1 h, then filtered through a pipette containing a plug of CELITE® and concentrated in vacuo to give the title compound (110 mg, 85%) as a colorless oil. 1H NMR (CDCl3) δ 8.72 (d, J=2.0 Hz, 1H), 8.35 (dd, J=8.1, 2.0 Hz, 1H), 7.49 ...